From a dataset of the Open Reaction Database (ORD), a public repository of structured organic reaction records. describe an organic reaction: reactants, conditions, products, and yield Starting materials: BrC1=NC=CC(=C1N)Cl (2-bromo-4-chloropyridin-3-amine), C[O-].[Na+] (NaOMe), C[O-].[Na+] (NaOMe). Solvent: CO (MeOH). Yields the product ClC1=C(C(=NC=C1)OC)N (4-Chloro-2-methoxypyridin-3-amine). As a reaction SMILES: Br[C:2]1[C:7]([NH2:8])=[C:6]([Cl:9])[CH:5]=[CH:4][N:3]=1.[CH3:10][O-:11].[Na+]>CO>[Cl:9][C:6]1[CH:5]=[CH:4][N:3]=[C:2]([O:11][CH3:10])[C:7]=1[NH2:8] |f:1.2|. Reported procedure: To a stirred solution of 2-bromo-4-chloropyridin-3-amine (prepared as described in US2002/0119982) (1.0 eq.) in dry MeOH (0.25M) under argon was added a solution of NaOMe (25% wt in MeOH, 1.5 eq.) and the reaction mixture was refluxed for 1 h, more NaOMe (25% wt in MeOH, 1.5 eq) was added and the reaction mixture was refluxed for an additional 2 h. The volatiles were removed under reduced pressure and the crude product was purified by flash chromatography eluting with 2-10% EtOAc/petroleum ether... The reactants are C(C)(C)(C)OC(=O)N1CC(C2=CC=C(C=C12)[N+](=O)[O-])CCl (1-(t-Butoxycarbonyl)-3-(chloromethyl)-6-nitroindoline), C(=O)(O)C=1NC2=CC(=CC=C2C1)C(=O)NCCN1CCOCC1 (2-carboxy-N-[2-(4-morpholinyl)ethyl]indole-6-carboxamide). The product is ClCC1CN(C2=CC(=CC=C12)[N+](=O)[O-])C(=O)C=1NC2=CC(=CC=C2C1)C(=O)NCCN1CCOCC1 (2-[[3-(chloromethyl)-6-nitroindolin-1-yl]carbonyl]-N-[2-(4-morpholinyl)ethyl]indole-6-carboxamide). The yield is 50.0%. As a reaction SMILES: C(O[C:6]([N:8]1[C:16]2[C:11](=[CH:12][CH:13]=[C:14]([N+:17]([O-:19])=[O:18])[CH:15]=2)[CH:10]([CH2:20][Cl:21])[CH2:9]1)=[O:7])(C)(C)C.C([C:25]1[NH:26][C:27]2[C:32]([CH:33]=1)=[CH:31][CH:30]=[C:29]([C:34]([NH:36][CH2:37][CH2:38][N:39]1[CH2:44][CH2:43][O:42][CH2:41][CH2:40]1)=[O:35])[CH:28]=2)(O)=O>>[Cl:21][CH2:20][CH:10]1[C:11]2[C:16](=[CH:15][C:14]([N+:17]([O-:19])=[O:18])=[CH:13][CH:12]=2)[N:8]([C:6]([C:25]2[NH:26][C:27]3[C:32]([CH:33]=2)=[CH:31][CH:30]=[C:29]([C:34]([NH:36][CH2:37][CH2:38][N:39]2[CH2:44][CH2:43][O:42][CH2:41][CH2:40]2)=[O:35])[CH:28]=3)=[O:7])[CH2:9]1. Procedure details: 1-(t-Butoxycarbonyl)-3-(chloromethyl)-6-nitroindoline was coupled with 2-carboxy-N-[2-(4-morpholinyl)ethyl]indole-6-carboxamide by the method described above and triturated with hot MeOH to give 2-[[3-(chloromethyl)-6-nitroindolin-1-yl]carbonyl]-N-[2-(4-morpholinyl)ethyl]indole-6-carboxamide as a yellow solid (50%), mp 227-228° C. (dec.). 1H NMR [(CD3)2SO] δ12.15 (s, 1H, indole NH), 8.98 (d, J=2.0 Hz, 1H, H-7), 8.41 (t, J=5.5 Hz, 1H, amide NH), 8.04 (dd, J=8.3, 2.2 Hz, 1H, H-5), 8.01 (s, 1 H, H-... As a reaction SMILES: [F:1][C:2]1[CH:3]=[C:4]([C:8]2[C:20]([C:21]3[CH:26]=[CH:25][C:24]([S:27]([NH2:30])(=[O:29])=[O:28])=[CH:23][CH:22]=3)=[C:11]3[CH:12]=[CH:13][C:14]([C:16]([F:19])([F:18])[F:17])=[CH:15][N:10]3[N:9]=2)[CH:5]=[CH:6][CH:7]=1.[C:31](Cl)(=[O:33])[CH3:32]>C(O)(=O)C>[C:31]([NH:30][S:27]([C:24]1[CH:25]=[CH:26][C:21]([C:20]2[C:8]([C:4]3[CH:5]=[CH:6][CH:7]=[C:2]([F:1])[CH:3]=3)=[N:9][N:10]3[CH:15]=[C:14]([C:16]([F:17])([F:18])[F:19])[CH:13]=[CH:12][C:11]=23)=[CH:22][CH:23]=1)(=[O:29])=[O:28])(=[O:33])[CH3:32]. Yield: 77.0%. Reported procedure: A mixture of 4-[2-(3-fluoro-phenyl)-6-trifluoromethyl-pyrazolo[1,5-a]pyridin-3-yl]benzenesulfonamide (0.2 g, 0.46 mmol) and acetyl chloride (Aldrich) (1 ml) in acetic acid (1 ml) was heated at 95° for 1 hr. The solvent was removed and the resulting oil was dissolved in ethyl acetate (30 ml), washed with M Na2CO3 (10 ml) and brine (10 ml). Drying (MgSO4) and removal of solvent gave a white solid which was triturated with 40-60 petroleum ether, filtered and dried to give the title compound (0.17 g... Yields the product C(C)(=O)NS(=O)(=O)C1=CC=C(C=C1)C=1C(=NN2C1C=CC(=C2)C(F)(F)F)C2=CC(=CC=C2)F (N-Acetyl-4-[2-(3-fluorophenyl)-6-(trifluoromethyl)pyrazolo[1,5-a]pyridin-3-yl]benzenesulfonamide). The solvent is C(C)(=O)O (acetic acid). Reactants: FC=1C=C(C=CC1)C1=NN2C(C=CC(=C2)C(F)(F)F)=C1C1=CC=C(C=C1)S(=O)(=O)N (4-[2-(3-fluoro-phenyl)-6-trifluoromethyl-pyrazolo[1,5-a]pyridin-3-yl]benzenesulfonamide), C(C)(=O)Cl (acetyl chloride). The reactants are C=O (paraformaldehyde), C1=CC=CC=2C3=CC=CC=C3C(C12)COC(=O)N[C@H](C(=O)O)COC=1C=C(C=CC1)C ((S)-2-((((9H-fluoren-9-yl)methoxy)carbonyl)amino)-3-(m-tolyloxy)propanoic acid). Reagents/catalysts: C1(=CC=C(C=C1)S(=O)(=O)O)C (p-toluenesulfonic acid). Run in C1(=CC=CC=C1)C (Toluene). Product: O=C1[C@@H](N(CO1)C(=O)OCC1C2=CC=CC=C2C=2C=CC=CC12)COC=1C=C(C=CC1)C ((S)-(9H-fluoren-9-yl)methyl 5-oxo-4-((m-tolyloxy)methyl)oxazolidine-3-carboxylate). Yield: 100.1%. RXN SMILES: [CH2:1]=O.[CH:3]1[C:15]2[CH:14]([CH2:16][O:17][C:18]([NH:20][C@@H:21]([CH2:25][O:26][C:27]3[CH:28]=[C:29]([CH3:33])[CH:30]=[CH:31][CH:32]=3)[C:22]([OH:24])=[O:23])=[O:19])[C:13]3[C:8](=[CH:9][CH:10]=[CH:11][CH:12]=3)[C:7]=2[CH:6]=[CH:5][CH:4]=1>C1(C)C=CC=CC=1.C1(C)C=CC(S(O)(=O)=O)=CC=1>[O:23]=[C:22]1[O:24][CH2:1][N:20]([C:18]([O:17][CH2:16][CH:14]2[C:15]3[CH:3]=[CH:4][CH:5]=[CH:6][C:7]=3[C:8]3[C:13]2=[CH:12][CH:11]=[CH:10][CH:9]=3)=[O:19])[C@H:21]1[CH2:25][O:26][C:27]1[CH:28]=[C:29]([CH3:33])[CH:30]=[CH:31][CH:32]=1. Procedure details: Using a Dean-Stark setup, a mixture containing paraformaldehyde (340 mg, 11.34 mmol), (S)-2-((((9H-fluoren-9-yl)methoxy)carbonyl)amino)-3-(m-tolyloxy)propanoic acid (789 mg, 1.890 mmol), and p-toluenesulfonic acid (32.5 mg, 0.189 mmol) was refluxed in Toluene (15 mL) for 2 hrs. The reaction was then cooled to RT, washed with sat. sodium bicarbonate solution, followed by brine, dried with MgSO4, filtered and concentrated to get the product (S)-(9H-fluoren-9-yl)methyl 5-oxo-4-((m-tolyloxy)methyl)o... Reactants: CC(C)(C)OC(=O)N1CCCC1C(=O)O, c1ccc(CN2CCNCC2)cc1, CCN=C=NCCCN(C)C, ClCCl, CN(C)c1ccncc1, Cl. Product: CC(C)(C)OC(=O)N1CCCC1C(=O)N1CCN(Cc2ccccc2)CC1. Reaction SMILES: [C:1](=[O:2])([O:3][C:4]([CH3:5])([CH3:6])[CH3:7])[N:8]1[CH:9]([C:10](=[O:11])[OH:12])[CH2:13][CH2:14][CH2:15]1.[CH2:16]([c:17]1[cH:18][cH:19][cH:20][cH:21][cH:22]1)[N:23]1[CH2:24][CH2:25][NH:26][CH2:27][CH2:28]1.[CH2:30]([N:31]=[C:32]=[N:33][CH2:34][CH2:35][CH2:36][N:37]([CH3:38])[CH3:39])[CH3:40].[CH2:50]([Cl:51])[Cl:52].[CH3:41][N:42]([CH3:43])[c:44]1[cH:45][cH:46][n:47][cH:48][cH:49]1.[ClH:29]>>[C:1](=[O:2])([O:3][C:4]([CH3:5])([CH3:6])[CH3:7])[N:8]1[CH:9]([C:10](=[O:12])[N:26]2[CH2:25][CH2:24][N:23]([CH2:16][c:17]3[cH:18][cH:19][cH:20][cH:21][cH:22]3)[CH2:28][CH2:27]2)[CH2:13][CH2:14][CH2:15]1. Starting materials: N1=CC(=CC=C1)C(=O)[C@@]1(C[C@@H](O[C@@H]1C(O)C(C(C)(C)C)=O)N1C(=O)NC(=O)C(C(F)(F)F)=C1)O (3'-(3-Pyridylcarbonyl)-5'-pivaloyltrifluorothymidine), CC(=O)C (acetone), CI (methyl iodide). Yields the product [I-].CN1C([CH2+]=CC=C1)C(=O)[C@@]1(C[C@@H](O[C@@H]1C(O)C(C(C)(C)C)=O)N1C(=O)NC(=O)C(C(F)(F)F)=C1)O (3'-(1-Methyl-3-pyridiniumcarbonyl)-5'-pivaloyltrifluorothymidine iodide). Reaction SMILES: N1C=CC=C([C:7]([C@@:9]2([OH:34])[C@@H:13]([CH:14]([C:16](=[O:21])[C:17]([CH3:20])([CH3:19])[CH3:18])[OH:15])[O:12][C@@H:11]([N:22]3[CH:33]=[C:28]([C:29]([F:32])([F:31])[F:30])[C:26](=[O:27])[NH:25][C:23]3=[O:24])[CH2:10]2)=[O:8])C=1.C[I:36].[CH3:37][C:38]([CH3:40])=O>>[I-:36].[CH3:23][N:22]1[CH:11]=[CH:10][CH:40]=[CH2+:38][CH:37]1[C:7]([C@@:9]1([OH:34])[C@@H:13]([CH:14]([C:16](=[O:21])[C:17]([CH3:20])([CH3:18])[CH3:19])[OH:15])[O:12][C@@H:11]([N:22]2[CH:33]=[C:28]([C:29]([F:31])([F:32])[F:30])[C:26](=[O:27])[NH:25][C:23]2=[O:24])[CH2:10]1)=[O:8] |f:3.4|. Procedure details: To 440 mg of the product of Example 105 dissolved in 10 mL of acetone, 1.0 g of methyl iodide was added. The mixture was refluxed for 10 hours, then the precipitate which formed was collected by suction filtration to give 550 mg of the desired product as yellow leaves melting at 188°-190° C. with decomposition. NMR analysis confirmed that the product had the structural formula: ##STR136## Reactants: C1(CCCC1)/C=C/[C@@H](O)[C@H]1[C@H]([C@H](C(O1)=O)OC)O ((3R,4R,5S)-5-[(1R,2E)-3-cyclopentyl-1-hydroxyprop-2-en-1-yl]-4-hydroxy-3-methoxydihydrofuran-2(3H)-one), Cl.N[C@@H]1C(NC2=C(CC1)C=C(C=C2)C2=CC=CC=C2)=O ((3S)-3-amino-7-phenyl-1,3,4,5-tetrahydro-2H-1-benzazepin-2-one hydrochloride), C(C)C(C(=O)[O-])CCCC.[Na+] (sodium 2-ethylhexanoate). Solvent: C1CCOC1 (THF). Product: C1(CCCC1)/C=C/[C@H]([C@@H]([C@H]([C@H](C(=O)N[C@@H]1C(NC2=C(CC1)C=C(C=C2)C2=CC=CC=C2)=O)OC)O)O)O ((2R,3R,4S,5R,6E)-7-cyclopentyl-3,4,5-trihydroxy-2-methoxy-N-[(3S)-2-oxo-7-phenyl-2,3,4,5-tetrahydro-1H-1-benzazepin-3-yl]hept-6-enamide). Isolated yield 46.4%. Reaction SMILES: [CH:1]1(/[CH:6]=[CH:7]/[C@H:8]([C@@H:10]2[O:14][C:13](=[O:15])[C@H:12]([O:16][CH3:17])[C@@H:11]2[OH:18])[OH:9])[CH2:5][CH2:4][CH2:3][CH2:2]1.Cl.[NH2:20][C@H:21]1[CH2:27][CH2:26][C:25]2[CH:28]=[C:29]([C:32]3[CH:37]=[CH:36][CH:35]=[CH:34][CH:33]=3)[CH:30]=[CH:31][C:24]=2[NH:23][C:22]1=[O:38].C(C(CCCC)C([O-])=O)C.[Na+]>C1COCC1>[CH:1]1(/[CH:6]=[CH:7]/[C@@H:8]([OH:9])[C@H:10]([OH:14])[C@@H:11]([OH:18])[C@@H:12]([O:16][CH3:17])[C:13]([NH:20][C@H:21]2[CH2:27][CH2:26][C:25]3[CH:28]=[C:29]([C:32]4[CH:33]=[CH:34][CH:35]=[CH:36][CH:37]=4)[CH:30]=[CH:31][C:24]=3[NH:23][C:22]2=[O:38])=[O:15])[CH2:5][CH2:4][CH2:3][CH2:2]1 |f:1.2,3.4|. Procedure details: 100 mg of 19 (0.39 mmol), 112.6 mg of 14a (0.39 mmol) and 162 mg of sodium 2-ethylhexanoate (0.98 mmol) in 2.0 ml of THF are successively introduced into a Wheaton tube, with agitation and under an argon atmosphere. The agitation is maintained at AT for 24 h. The reaction medium is directly evaporated to dryness. The crude is chromatographed on a silica cartridge (12 g, eluent EtOAc). 92 mg of expected product Ex5 (white solid) are obtained. Yields the product CSC(NCc1ccccc1)=C(C#N)C#N. Reactants: CCOC(C)=O, CSC(SC)=C(C#N)C#N, NCc1ccccc1. As a reaction SMILES: [CH3:19][CH2:20][O:21][C:22](=[O:23])[CH3:24].[CH3:9][S:10][C:11](=[C:12]([C:13]#[N:14])[C:15]#[N:16])[S:17][CH3:18].[NH2:1][CH2:2][c:3]1[cH:4][cH:5][cH:6][cH:7][cH:8]1>>[NH:1]([CH2:2][c:3]1[cH:4][cH:5][cH:6][cH:7][cH:8]1)[C:11]([S:10][CH3:9])=[C:12]([C:13]#[N:14])[C:15]#[N:16]. Starting materials: Cc1ccc(NC(=O)OC(C)(C)C)cc1OCCN(C)C, Cl, [Na+], [OH-]. Yields the product Cc1ccc(N)cc1OCCN(C)C. As a reaction SMILES: [CH3:1][N:2]([CH2:3][CH2:4][O:5][c:6]1[cH:7][c:8]([NH:13][C:14](=[O:15])[O:16][C:17]([CH3:18])([CH3:19])[CH3:20])[cH:9][cH:10][c:11]1[CH3:12])[CH3:21].[ClH:24].[Na+:23].[OH-:22]>>[CH3:1][N:2]([CH2:3][CH2:4][O:5][c:6]1[cH:7][c:8]([NH2:13])[cH:9][cH:10][c:11]1[CH3:12])[CH3:21].